Dataset: the Open Reaction Database (ORD), a public repository of structured organic reaction records. Task: describe an organic reaction: reactants, conditions, products, and yield Reported procedure: Dissolve phenyl N-[4-[6-(cyclopropanecarbonylamino)pyrimidin-4-yl]oxy-2-methyl-phenyl]carbamate (343 mg, 1.57 mmol), N1-isopropyl-5-(trifluoromethyl)benzene-1,3-diamine (700 mg, 1.73 mmol) and DIEA (608 mg, 4.72 mmol) in THF (4 mL), heat the reaction at 80° C. for 3 hrs. After the reaction is complete, remove the volatiles under reduced pressure. Purification by chromatography (silica gel, EtOAc:PE=1:1) affords the title compound (450 mg, 83%). MS: (M+1): 529.3. The yield is 54.2%. As a reaction SMILES: [CH:1]1([C:4]([NH:6][C:7]2[N:12]=[CH:11][N:10]=[C:9]([O:13][C:14]3[CH:19]=[CH:18][C:17]([NH:20][C:21](=O)[O:22]C4C=CC=CC=4)=[C:16]([CH3:30])[CH:15]=3)[CH:8]=2)=[O:5])[CH2:3][CH2:2]1.[CH:31]([NH:34][C:35]1[CH:40]=[C:39]([C:41]([F:44])([F:43])[F:42])[CH:38]=[C:37]([NH2:45])[CH:36]=1)([CH3:33])[CH3:32].CCN(C(C)C)C(C)C>C1COCC1>[CH:31]([NH:34][C:35]1[CH:36]=[C:37]([NH:45][C:21]([NH:20][C:17]2[CH:18]=[CH:19][C:14]([O:13][C:9]3[N:10]=[CH:11][N:12]=[C:7]([NH:6][C:4]([CH:1]4[CH2:2][CH2:3]4)=[O:5])[CH:8]=3)=[CH:15][C:16]=2[CH3:30])=[O:22])[CH:38]=[C:39]([C:41]([F:43])([F:44])[F:42])[CH:40]=1)([CH3:33])[CH3:32]. The solvent is C1CCOC1 (THF). The product is C(C)(C)NC=1C=C(C=C(C1)C(F)(F)F)NC(=O)NC1=C(C=C(OC2=CC(=NC=N2)NC(=O)C2CC2)C=C1)C (N-[6-[4-[[3-(isopropylamino)-5-(trifluoromethyl)phenyl]carbamoylamino]-3-methyl-phenoxy]pyrimidin-4-yl]cyclopropanecarboxamide). Starting materials: C1(CC1)C(=O)NC1=CC(=NC=N1)OC1=CC(=C(C=C1)NC(OC1=CC=CC=C1)=O)C (phenyl N-[4-[6-(cyclopropanecarbonylamino)pyrimidin-4-yl]oxy-2-methyl-phenyl]carbamate), C(C)(C)NC1=CC(=CC(=C1)C(F)(F)F)N (N1-isopropyl-5-(trifluoromethyl)benzene-1,3-diamine), CCN(C(C)C)C(C)C (DIEA).